Dataset: the Open Reaction Database (ORD), a public repository of structured organic reaction records. Task: describe an organic reaction: reactants, conditions, products, and yield The reactants are [BH3-]C#N.[Na+] (NaBH3CN), C(C)(C)(C)OC(=O)NC1=C(C(=O)NCC(=O)NCC2CCNCC2)C=C(C(=C1)F)F (4-[{N-(2-(tert-butoxycarbonylamino)-4,5-difluorobenzoyl)glycyl}aminomethyl]piperidine), ClC1=C(C=C(C=O)C=C1)[N+](=O)[O-] (4-chloro-3-nitrobenzaldehyde), C(C)(=O)O (acetic acid). Solvent: CO (methanol), CO (methanol). Reaction conditions: temperature 50 celsius, time 8 hour. The product is C(C)(C)(C)OC(=O)NC1=C(C(=O)NCC(=O)NCC2CCN(CC2)CC2=CC(=C(C=C2)Cl)[N+](=O)[O-])C=C(C(=C1)F)F (4-[{N-(2-(tert-butoxycarbonylamino)-4,5-difluorobenzoyl)glycyl}aminomethyl]-1-(4-chloro-3-nitrobenzyl)piperidine). The yield is 52.7%. As a reaction SMILES: [C:1]([O:5][C:6]([NH:8][C:9]1[CH:28]=[C:27]([F:29])[C:26]([F:30])=[CH:25][C:10]=1[C:11]([NH:13][CH2:14][C:15]([NH:17][CH2:18][CH:19]1[CH2:24][CH2:23][NH:22][CH2:21][CH2:20]1)=[O:16])=[O:12])=[O:7])([CH3:4])([CH3:3])[CH3:2].[Cl:31][C:32]1[CH:39]=[CH:38][C:35]([CH:36]=O)=[CH:34][C:33]=1[N+:40]([O-:42])=[O:41].C(O)(=O)C.[BH3-]C#N.[Na+]>CO>[C:1]([O:5][C:6]([NH:8][C:9]1[CH:28]=[C:27]([F:29])[C:26]([F:30])=[CH:25][C:10]=1[C:11]([NH:13][CH2:14][C:15]([NH:17][CH2:18][CH:19]1[CH2:24][CH2:23][N:22]([CH2:36][C:35]2[CH:38]=[CH:39][C:32]([Cl:31])=[C:33]([N+:40]([O-:42])=[O:41])[CH:34]=2)[CH2:21][CH2:20]1)=[O:16])=[O:12])=[O:7])([CH3:4])([CH3:2])[CH3:3] |f:3.4|. Reported procedure: To a mixture of 4-[{N-(2-(tert-butoxycarbonylamino)-4,5-difluorobenzoyl)glycyl}aminomethyl]piperidine (0.14 mmol), 4-chloro-3-nitrobenzaldehyde (0.50 mmol), methanol (1.5 mL), and acetic acid (0.070 mL) was added NaBH3CN (0.63 mmol) in methanol (1.3 mL). The reaction mixture was stirred at 50° C. overnight. The mixture was cooled to room temperature, loaded onto Varian™ SCX column, and washed with CH3OH. Product was eluted off using 2 N NH3 in CH3OH and concentrated. The resulting material was d... The reactants are CC1=NN(C=N1)C1=C(OCCCCN)C=C(C=C1)[N+](=O)[O-] (4-(2-(3-methyl-1H-1,2,4-triazol-1-yl)-5-nitrophenoxy)butan-1-amine), C(=O)(C(F)(F)F)O (TFA), ClC=1N=C(C2=C(N1)C(CN(C2)C)C2=CC=C(C=C2)F)Cl (2,4-dichloro-8-(4-fluorophenyl)-6-methyl-5,6,7,8-tetrahydropyrido[4,3-d]pyrimidine), CCN(C(C)C)C(C)C (DIEA). Reagents/catalysts: CO (MeOH). Solvent: C(C)#N (acetonitrile). Reaction conditions: time 8 hour. Yields the product ClC=1N=C(C2=C(N1)C(CN(C2)C)C2=CC=C(C=C2)F)NCCCCOC2=C(C=CC(=C2)[N+](=O)[O-])N2N=C(N=C2)C (2-chloro-8-(4-fluorophenyl)-6-methyl-N-(4-(2-(3-methyl-1H-1,2,4-triazol-1-yl)-5-nitrophenoxy)butyl)-5,6,7,8-tetrahydropyrido[4,3-d]pyrimidin-4-amine), C(=O)(C(F)(F)F)O (TFA). The yield is 82.0%. As a reaction SMILES: [CH3:1][C:2]1[N:6]=[CH:5][N:4]([C:7]2[CH:18]=[CH:17][C:16]([N+:19]([O-:21])=[O:20])=[CH:15][C:8]=2[O:9][CH2:10][CH2:11][CH2:12][CH2:13][NH2:14])[N:3]=1.[C:22]([OH:28])([C:24]([F:27])([F:26])[F:25])=[O:23].[Cl:29][C:30]1[N:31]=[C:32](Cl)[C:33]2[CH2:39][N:38]([CH3:40])[CH2:37][CH:36]([C:41]3[CH:46]=[CH:45][C:44]([F:47])=[CH:43][CH:42]=3)[C:34]=2[N:35]=1.CCN(C(C)C)C(C)C>C(#N)C.CO>[Cl:29][C:30]1[N:31]=[C:32]([NH:14][CH2:13][CH2:12][CH2:11][CH2:10][O:9][C:8]2[CH:15]=[C:16]([N+:19]([O-:21])=[O:20])[CH:17]=[CH:18][C:7]=2[N:4]2[CH:5]=[N:6][C:2]([CH3:1])=[N:3]2)[C:33]2[CH2:39][N:38]([CH3:40])[CH2:37][CH:36]([C:41]3[CH:46]=[CH:45][C:44]([F:47])=[CH:43][CH:42]=3)[C:34]=2[N:35]=1.[C:22]([OH:28])([C:24]([F:27])([F:26])[F:25])=[O:23]. Reported procedure: The mixture of 4-(2-(3-methyl-1H-1,2,4-triazol-1-yl)-5-nitrophenoxy)butan-1-amine, 2 TFA (46.6 mg, 0.090 mmol), 2,4-dichloro-8-(4-fluorophenyl)-6-methyl-5,6,7,8-tetrahydropyrido[4,3-d]pyrimidine (20 mg, 0.064 mmol) and DIEA (55.9 μL, 0.320 mmol) in acetonitrile (320 μL) and 2 drops of MeOH was stirred at rt overnight. The crude product was purified by Prep-HPLC to obtain 2-chloro-8-(4-fluorophenyl)-6-methyl-N-(4-(2-(3-methyl-1H-1,2,4-triazol-1-yl)-5-nitrophenoxy)butyl)-5,6,7,8-tetrahydropyrido[4...